From a dataset of the Open Reaction Database (ORD), a public repository of structured organic reaction records. describe an organic reaction: reactants, conditions, products, and yield Starting materials: Cc1ccc(Br)cn1, CC(C)(C)OC(=O)N1CC2C=C([Sn](C)(C)C)CC2C1. Yields the product Cc1ccc(C2=CC3CN(C(=O)OC(C)(C)C)CC3C2)cn1. RXN SMILES: [Br:20][c:21]1[cH:22][cH:23][c:24]([CH3:27])[n:25][cH:26]1.[CH3:1][Sn:2]([C:3]1=[CH:17][CH:6]2[CH:5]([CH2:4]1)[CH2:9][N:8]([C:10](=[O:11])[O:12][C:13]([CH3:14])([CH3:15])[CH3:16])[CH2:7]2)([CH3:18])[CH3:19]>>[C:3]1([c:21]2[cH:22][cH:23][c:24]([CH3:27])[n:25][cH:26]2)=[CH:17][CH:6]2[CH:5]([CH2:4]1)[CH2:9][N:8]([C:10](=[O:11])[O:12][C:13]([CH3:14])([CH3:15])[CH3:16])[CH2:7]2. Product: COC(=O)c1cc2c(Oc3ccc4[nH]ccc4c3)ccnc2cc1OC. Reaction SMILES: [CH3:37][N:38]1[CH2:39][CH2:40][CH2:41][C:42]1=[O:43].[CH:28]([N:29]([CH:30]([CH3:31])[CH3:32])[CH2:33][CH3:34])([CH3:35])[CH3:36].[Cl:1][c:2]1[cH:3][cH:4][n:5][c:6]2[cH:7][c:8]([O:16][CH3:17])[c:9]([C:12](=[O:13])[O:14][CH3:15])[cH:10][c:11]12.[OH:18][c:19]1[cH:20][c:21]2[cH:22][cH:23][nH:24][c:25]2[cH:26][cH:27]1>>[c:2]1([O:18][c:19]2[cH:20][c:21]3[cH:22][cH:23][nH:24][c:25]3[cH:26][cH:27]2)[cH:3][cH:4][n:5][c:6]2[cH:7][c:8]([O:16][CH3:17])[c:9]([C:12](=[O:13])[O:14][CH3:15])[cH:10][c:11]12. Starting materials: CN1CCCC1=O, CCN(C(C)C)C(C)C, COC(=O)c1cc2c(Cl)ccnc2cc1OC, Oc1ccc2[nH]ccc2c1. The reactants are OC=1C(=CC2=C(C=CC(O2)=O)C1)OCC1=CC=CC=C1 (6-hydroxy-7-phenylmethoxy-2H-1-benzopyran-2-one), C1(CCCC1)Br (cyclopentylbromide), C([O-])([O-])=O.[K+].[K+] (potassium carbonate), [I-].[K+] (potassium iodide). Run in CN(C)C=O (DMF). Conditions: time 3 hour. The product is C1(CCCC1)OC=1C(=CC2=C(C=CC(O2)=O)C1)O (6-(cyclopentyloxy)-7-hydroxy-2H-1-benzopyran-2-one). Reaction SMILES: [OH:1][C:2]1[C:3]([O:13]CC2C=CC=CC=2)=[CH:4][C:5]2[O:10][C:9](=[O:11])[CH:8]=[CH:7][C:6]=2[CH:12]=1.[CH:21]1(Br)[CH2:25][CH2:24][CH2:23][CH2:22]1.C(=O)([O-])[O-].[K+].[K+].[I-].[K+]>CN(C=O)C>[CH:21]1([O:1][C:2]2[C:3]([OH:13])=[CH:4][C:5]3[O:10][C:9](=[O:11])[CH:8]=[CH:7][C:6]=3[CH:12]=2)[CH2:25][CH2:24][CH2:23][CH2:22]1 |f:2.3.4,5.6|. Procedure: 50.0 g (186 mmol) of 6-hydroxy-7-phenylmethoxy-2H-1-benzopyran-2-one, 41.7 g (280 mmol) of cyclopentylbromide, 51.4 g (372 mmol) of potassium carbonate and 5.0 g of potassium iodide are agitated in 500 ml DMF for 18 h at 80° C. This is followed by filtration, evaporation, dissolution in chloroform, washing with water, drying over sodium sulfate and renewed evaporation: yield: 60.0 g (96%) of 6-(cyclopentyloxy)-7-(phenylmethoxy)-2H-1-benzopyran-2-one, fusion point 140°-141° C. (from isopropanol)....